This data is from the Open Reaction Database (ORD), a public repository of structured organic reaction records. The task is: describe an organic reaction: reactants, conditions, products, and yield Starting materials: ClC=1C=NC=C(C1NC=1NC2=C(N1)C=C(C1=C2CC(O1)(C)C)C(=O)O)Cl (2-[(3,5-dichloropyridin-4-yl)amino]-7,7-dimethyl-7,8-dihydro-1H-furo[3,2-e]benzimidazole-5-carboxylic acid), F[B-](F)(F)F.N1(N=NC2=C1C=CC=C2)OC(=[N+](C)C)N(C)C (O-(benzotriazol-1-yl)-N,N,N′,N′-tetramethyluronium tetrafluoroborate), CN1CCOCC1 (N-methyl morpholine), C1(CCCCC1)N (cyclohexyl amine). Solvent: C1CCOC1 (THF), CN(C)C=O (DMF). Run at time 30 minute. Yields the product C1(CCCCC1)NC(=O)C=1C2=C(C3=C(N=C(N3)NC3=C(C=NC=C3Cl)Cl)C1)CC(O2)(C)C (N-Cyclohexyl-2-[(3,5-dichloropyridin-4-yl)amino]-7,7-dimethyl-7,8-dihydro-1H-furo[3,2-e]benzimidazole-5-carboxamide). The yield is 8.3%. As a reaction SMILES: [Cl:1][C:2]1[CH:3]=[N:4][CH:5]=[C:6]([Cl:26])[C:7]=1[NH:8][C:9]1[NH:10][C:11]2[C:17]3[CH2:18][C:19]([CH3:22])([CH3:21])[O:20][C:16]=3[C:15]([C:23]([OH:25])=O)=[CH:14][C:12]=2[N:13]=1.F[B-](F)(F)F.[N:32]1(OC(N(C)C)=[N+](C)C)[C:36]2[CH:37]=[CH:38][CH:39]=[CH:40][C:35]=2N=N1.CN1CCOCC1.C1(N)CCCCC1>C1COCC1.CN(C=O)C>[CH:36]1([NH:32][C:23]([C:15]2[C:16]3[O:20][C:19]([CH3:22])([CH3:21])[CH2:18][C:17]=3[C:11]3[NH:10][C:9]([NH:8][C:7]4[C:2]([Cl:1])=[CH:3][N:4]=[CH:5][C:6]=4[Cl:26])=[N:13][C:12]=3[CH:14]=2)=[O:25])[CH2:37][CH2:38][CH2:39][CH2:40][CH2:35]1 |f:1.2|. Procedure details: To a solution 2-[(3,5-dichloropyridin-4-yl)amino]-7,7-dimethyl-7,8-dihydro-1H-furo[3,2-e]benzimidazole-5-carboxylic acid (Intermediate-3, 0.050 g, 0.127 mmol) in mixture of DMF (0.5 mL) and THF (3.0 mL), were added O-(benzotriazol-1-yl)-N,N,N′,N′-tetramethyluronium tetrafluoroborate (0.082 g, 0.255 mmol, TBTU), N-methyl morpholine (1.0 mL). The reaction mass was stirred at RT for 30 minutes. Then to the reaction mass added cyclohexyl amine (0.020 g, 0.202 mmol). The reaction mass was stirred at ... Reaction SMILES: [CH2:14]1[CH2:15][CH2:16][NH:17][CH2:18][CH2:19]1.[Cl:1][CH2:2][Si:3]([CH2:4][c:5]1[c:6]([F:11])[cH:7][cH:8][cH:9][cH:10]1)([CH3:12])[CH3:13].[c:20]1([CH3:21])[c:22]([CH3:23])[cH:24][cH:25][cH:26][cH:27]1>>[CH2:2]([Si:3]([CH2:4][c:5]1[c:6]([F:11])[cH:7][cH:8][cH:9][cH:10]1)([CH3:12])[CH3:13])[N:17]1[CH2:16][CH2:15][CH2:14][CH2:19][CH2:18]1.[ClH:1]. Starting materials: C1CCNCC1, C[Si](C)(CCl)Cc1ccccc1F, Cc1ccccc1C. The product is C[Si](C)(Cc1ccccc1F)CN1CCCCC1, Cl. The reactants are OO (H2O2), [OH-].[Na+] (NaOH), CC1=CC=C(CC1)C(C)C (α-terpinene), La(NO3)3, OO (H2O2). Run in CO (methanol). Conditions: time 3.5 hour. Yields the product CC(C)C12CCC(C=C1)(OO2)C (ascaridol). Isolated yield 90.0%. Reaction SMILES: [OH:1][OH:2].[OH-].[Na+].[CH3:5][C:6]1[CH2:11][CH2:10][C:9]([CH:12]([CH3:14])[CH3:13])=[CH:8][CH:7]=1>CO>[CH3:13][CH:12]([C:9]12[O:2][O:1][C:6]([CH3:5])([CH:11]=[CH:10]1)[CH2:7][CH2:8]2)[CH3:14] |f:1.2|. Reported procedure: At 30° C., 230 μl of H2O2 (50%) and 200 μl of 5M NaOH were successively added to a solution of 325 μl of α-terpinene and 143.6 mg of La(NO3)3.xH2O in 4 ml of methanol, whereupon a white precipitate formed. After 3.5 hours and after 21 hours, two further 230 μl portions of H2O2 (50%) were added to the mixture. After 24.5 hours, the reaction mixture was centrifuged, and the solution was decanted from the catalyst. The solvent was evaporated and the residue was dissolved in CDCl3 and analyzed using... Reactants: [N+](=O)([O-])C=1C=C2CC(CC2=CC1)CC(=O)C1[C@H](NCS1)C(=O)N1CCCC1 (1-[3-(5-nitroindan-2-ylacetyl)-L-thioprolyl]pyrrolidine). Reagents/catalysts: [Fe] (iron). The solvent is C(C)(=O)O (acetic acid), O (water). Reaction conditions: time 1 hour. The product is NC=1C=C2CC(CC2=CC1)CC(=O)C1[C@H](NCS1)C(=O)N1CCCC1 (1-[3-(5-aminoindan-2-ylacetyl)-L-thioprolyl]pyrrolidine). Isolated yield 58.5%. RXN SMILES: [N+:1]([C:4]1[CH:5]=[C:6]2[C:10](=[CH:11][CH:12]=1)[CH2:9][CH:8]([CH2:13][C:14]([CH:16]1[S:20][CH2:19][NH:18][C@@H:17]1[C:21]([N:23]1[CH2:27][CH2:26][CH2:25][CH2:24]1)=[O:22])=[O:15])[CH2:7]2)([O-])=O>C(O)(=O)C.O.[Fe]>[NH2:1][C:4]1[CH:5]=[C:6]2[C:10](=[CH:11][CH:12]=1)[CH2:9][CH:8]([CH2:13][C:14]([CH:16]1[S:20][CH2:19][NH:18][C@@H:17]1[C:21]([N:23]1[CH2:27][CH2:26][CH2:25][CH2:24]1)=[O:22])=[O:15])[CH2:7]2. Procedure: 0.63 g of 1-[3-(5-nitroindan-2-ylacetyl)-L-thioprolyl]pyrrolidine prepared in Example 29 was dissolved in a mixed solution of 9 ml of acetic acid and 6 ml of water. 1.00 g of iron powder was gradually added with stirring. After 1 hour, the iron powder was filtered. The filtrate was alkalinized using 10% sodium hydroxide and extracted with ethyl acetate. The organic layer was washed with brine and dried over anhydrous magnesium sulfate. After evaporating the solvent, the residue obtained was puri... Reactants: CC=1C(=CSC1)S(=O)(=O)N (4-Methyl-3-thiophenesulfonamide), C([O-])([O-])=O.[K+].[K+] (potassium carbonate), C(CCC)N=C=O (butyl isocyanate). The solvent is C(C)C(=O)C (methyl ethyl ketone). Reaction conditions: time 8 hour. The product is C(CCC)NC(=O)NS(=O)(=O)C1=CSC=C1C (N-Butylaminocarbonyl-4-methyl-3-thiophenesulfonamide). Reaction SMILES: [CH3:1][C:2]1[C:3]([S:7]([NH2:10])(=[O:9])=[O:8])=[CH:4][S:5][CH:6]=1.C(=O)([O-])[O-].[K+].[K+].[CH2:17]([N:21]=[C:22]=[O:23])[CH2:18][CH2:19][CH3:20]>C(C(C)=O)C>[CH2:17]([NH:21][C:22]([NH:10][S:7]([C:3]1[C:2]([CH3:1])=[CH:6][S:5][CH:4]=1)(=[O:9])=[O:8])=[O:23])[CH2:18][CH2:19][CH3:20] |f:1.2.3|. Procedure: 4-Methyl-3-thiophenesulfonamide (22 g), 125 ml of methyl ethyl ketone, 16.6 g of potassium carbonate and 14.3 g of butyl isocyanate was stirred at reflux for six hours, allowed to stand overnight and then evaporated to a syrup. Water (150 ml) was added to the residue and the mixture was filtered to remove a small amount of solid. The filtrate was acidified, cooled and the resulting intermediate was filtered off. It melted at 126°-131° C.